From a dataset of the Open Reaction Database (ORD), a public repository of structured organic reaction records. describe an organic reaction: reactants, conditions, products, and yield Starting materials: COC1=CC=CC2=C1C=NS2 (4-methoxy-1,2-benzisothiazole), Br (hydrogen bromide), red phosphorus. The reagents and catalysts are [Ta] (tantalum). Run in C(C)(=O)O (acetic acid). The product is OC1=CC=CC2=C1C=NS2 (4-hydroxy-1,2-benzisothiazole). Yield: 69.9%. RXN SMILES: C[O:2][C:3]1[C:8]2[CH:9]=[N:10][S:11][C:7]=2[CH:6]=[CH:5][CH:4]=1.Br>C(O)(=O)C.[Ta]>[OH:2][C:3]1[C:8]2[CH:9]=[N:10][S:11][C:7]=2[CH:6]=[CH:5][CH:4]=1. Procedure details: 50 g of 4-methoxy-1,2-benzisothiazole are suspended in 700 ml of acetic acid containing 10% by weight of hydrogen bromide and 5 g of red phosphorus, and the suspension is heated in a tantalum autoclave at 100° C. for 30 hours. When it has cooled, the product is concentrated under reduced pressure and the residue is partitioned between methylene chloride and 2 N sodium hydroxide solution. The aqueous phase is freed from insoluble matter by filtration, and is washed with methylene chloride, acidif... Reactants: CCOCC.CCCCCC (ether hexane), COC=1C=C(C=CC1)SCCC(=O)O (3-(3-methoxyphenylthio)propanoic acid), CO3, FC(C(=O)OC(C(F)(F)F)=O)(F)F (trifluoroacetic anhydride). Run in FC(C(=O)O)(F)F (trifluoroacetic acid). Run at time 10 minute. The product is COC1=CC=C2C(CCSC2=C1)=O (7-methoxythiochroman-4-one). Isolated yield 50.6%. As a reaction SMILES: [CH3:1][O:2][C:3]1[CH:4]=[C:5]([S:9][CH2:10][CH2:11][C:12]([OH:14])=O)[CH:6]=[CH:7][CH:8]=1.FC(F)(F)C(OC(=O)C(F)(F)F)=O.CCOCC.CCCCCC>FC(F)(F)C(O)=O>[CH3:1][O:2][C:3]1[CH:4]=[C:5]2[C:6]([C:12](=[O:14])[CH2:11][CH2:10][S:9]2)=[CH:7][CH:8]=1 |f:2.3|. Reported procedure: The acid from Step 1 (2.55 g, 12 mmol) was dissolved in trifluoroacetic acid (10 mL), treated with trifluoroacetic anhydride (5 mL) and stirred at room temperature (10 minutes). The reaction was poured into 10% Na2 CO3 (60 mL), extracted with ether, washed with brine, dried over MgSO4, and concentrated in vacuo to give a red oil which was passed through a column of silica gel with 50% ether/hexane to give 7-methoxythiochroman-4-one as an orange solid (1.18 g, 51%): mp 49°-51° C.; 1H NMR (CDCl3) ...